From a dataset of the Open Reaction Database (ORD), a public repository of structured organic reaction records. describe an organic reaction: reactants, conditions, products, and yield Reactants: N1=CC=CC=C1 (pyridine), ClC=1C=C(CBr)C=CC1Cl (3,4-dichlorobenzylbromide), C(C)OC(=O)[C@]1([C@@H]2[C@]([C@@H]2C[C@H]1N)(C(=O)OCC)F)NC(=O)OC(C)(C)C ((1R,2R,3R,5R,6R)-3-amino-2-t-butoxycarbonylamino-6-fluoro-bicyclo[3.1.0]hexane-2,6-dicarboxylic acid diethyl ester), [Cl-].[Na+] (sodium chloride). Solvent: C(Cl)(Cl)Cl (chloroform). Run at time 3 day. Product: C(C)OC(=O)[C@]1([C@@H]2[C@]([C@@H]2C[C@H]1NCC1=CC(=C(C=C1)Cl)Cl)(C(=O)OCC)F)NC(=O)OC(C)(C)C ((1R,2R,3R,5R,6R)-2-t-butoxycarbonylamino-3-(3,4-dichlorobenzylamino)-6-fluoro-bicyclo[3.1.0]hexane-2,6-dicarboxylic acid diethyl ester). Yield: 39.3%. RXN SMILES: N1C=CC=CC=1.[Cl:7][C:8]1[CH:9]=[C:10]([CH:13]=[CH:14][C:15]=1[Cl:16])[CH2:11]Br.[CH2:17]([O:19][C:20]([C@:22]1([NH:35][C:36]([O:38][C:39]([CH3:42])([CH3:41])[CH3:40])=[O:37])[C@H:27]([NH2:28])[CH2:26][C@@H:25]2[C@H:23]1[C@@:24]2([F:34])[C:29]([O:31][CH2:32][CH3:33])=[O:30])=[O:21])[CH3:18].[Cl-].[Na+]>C(Cl)(Cl)Cl>[CH2:17]([O:19][C:20]([C@:22]1([NH:35][C:36]([O:38][C:39]([CH3:41])([CH3:40])[CH3:42])=[O:37])[C@H:27]([NH:28][CH2:11][C:10]2[CH:13]=[CH:14][C:15]([Cl:16])=[C:8]([Cl:7])[CH:9]=2)[CH2:26][C@@H:25]2[C@H:23]1[C@@:24]2([F:34])[C:29]([O:31][CH2:32][CH3:33])=[O:30])=[O:21])[CH3:18] |f:3.4|. Procedure details: 42 μL of pyridine and 123 mg of 3,4-dichlorobenzylbromide were added to 175 mg of (1R,2R,3R,5R,6R)-3-amino-2-t-butoxycarbonylamino-6-fluoro-bicyclo[3.1.0]hexane-2,6-dicarboxylic acid diethyl ester dissolved in 0.88 mL of chloroform at ice-cooling, and then the mixture was stirred for 3 days at room temperature. A saturated aqueous solution of sodium chloride was added thereto, and the mixture was extracted five times with chloroform. The organic layers were combined and then dried over anhydrous... Reactants: CC=1C=CC(=CC1)S(=O)(=O)O.CC=1C=CC(=CC1)S(=O)(=O)O.CS(=O)(=O)CCNCC1=CC=C(O1)C=2C=CC3=C(C2)C(=NC=N3)NC=4C=CC(=C(C4)Cl)OCC=5C=CC=C(C5)F.O (Lapatinib ditosylate). Conditions: temperature 70 celsius, time 1 hour. As a reaction SMILES: [CH3:1][C:2]1[CH:3]=[CH:4][C:5]([S:8]([OH:11])(=[O:10])=[O:9])=[CH:6][CH:7]=1.[CH3:12][C:13]1[CH:14]=[CH:15][C:16]([S:19]([OH:22])(=[O:21])=[O:20])=[CH:17][CH:18]=1.[CH3:23][S:24]([CH2:27][CH2:28][NH:29][CH2:30][C:31]1[O:35][C:34]([C:36]2[CH:37]=[CH:38][C:39]3[N:45]=[CH:44][N:43]=[C:42]([NH:46][C:47]4[CH:48]=[CH:49][C:50]([O:54][CH2:55][C:56]5[CH:57]=[CH:58][CH:59]=[C:60]([F:62])[CH:61]=5)=[C:51]([Cl:53])[CH:52]=4)[C:40]=3[CH:41]=2)=[CH:33][CH:32]=1)(=[O:26])=[O:25].O>CN(C=O)C>[S:8]([C:5]1[CH:6]=[CH:7][C:2]([CH3:1])=[CH:3][CH:4]=1)([OH:11])(=[O:10])=[O:9].[S:19]([C:16]1[CH:17]=[CH:18][C:13]([CH3:12])=[CH:14][CH:15]=1)([OH:22])(=[O:21])=[O:20].[Cl:53][C:51]1[CH:52]=[C:47]([NH:46][C:42]2[C:40]3[C:39](=[CH:38][CH:37]=[C:36]([C:34]4[O:35][C:31]([CH2:30][NH:29][CH2:28][CH2:27][S:24]([CH3:23])(=[O:25])=[O:26])=[CH:32][CH:33]=4)[CH:41]=3)[N:45]=[CH:44][N:43]=2)[CH:48]=[CH:49][C:50]=1[O:54][CH2:55][C:56]1[CH:57]=[CH:58][CH:59]=[C:60]([F:62])[CH:61]=1 |f:0.1.2.3,5.6.7|. Procedure details: Lapatinib ditosylate (3 g, 3.25 mmol, 99.3% HPLC purity was dissolved in DMF (18 mL) at 80° C. and stirred for 1 hour. The mixture was hot-filtered. MeCN (18 mL) was added into the filtrate at 80° C. The temperature was cooled to 70° C. and crystal precipitated. The mixture was kept at 70° C. for 1 h and then 60° C. for 1 h. The mixture was further cooled to 0° C. and stirred for 2 h. The crystals of lapatinib ditosylate were isolated by filtration and were dried at 40° C. under vacuum overnight... Run in CN(C)C=O (DMF). The product is S(=O)(=O)(O)C1=CC=C(C)C=C1.S(=O)(=O)(O)C1=CC=C(C)C=C1.ClC=1C=C(C=CC1OCC1=CC(=CC=C1)F)NC1=NC=NC2=CC=C(C=C12)C=1OC(=CC1)CNCCS(=O)(=O)C (N-(3-chloro-4-(3-fluorobenzyloxy)phenyl)-6-(5-((2-(methylsulfonyl)ethylamino)methyl)furan-2-yl)quinazolin-4-amine ditosylate). Reactants: Cc1cc(SC#N)c(C(C)(C)C)cc1N(C(=O)OC(C)(C)C)C(=O)OC(C)(C)C, CCO, [K+], O=P([O-])(O)O, OC(CS)C(O)CS. Yields the product Cc1cc(S)c(C(C)(C)C)cc1N(C(=O)OC(C)(C)C)C(=O)OC(C)(C)C. Reaction SMILES: [CH3:1][C:2]([CH3:3])([CH3:4])[O:5][C:6](=[O:7])[N:8]([C:9](=[O:10])[O:11][C:12]([CH3:13])([CH3:14])[CH3:15])[c:16]1[c:17]([CH3:29])[cH:18][c:19]([S:26][C:27]#[N:28])[c:20]([C:22]([CH3:23])([CH3:24])[CH3:25])[cH:21]1.[CH3:44][CH2:45][OH:46].[K+:43].[P:38]([O-:39])([OH:40])([OH:41])=[O:42].[SH:30][CH2:31][CH:32]([CH:33]([CH2:34][SH:35])[OH:36])[OH:37]>>[CH3:1][C:2]([CH3:3])([CH3:4])[O:5][C:6](=[O:7])[N:8]([C:9](=[O:10])[O:11][C:12]([CH3:13])([CH3:14])[CH3:15])[c:16]1[c:17]([CH3:29])[cH:18][c:19]([SH:26])[c:20]([C:22]([CH3:23])([CH3:24])[CH3:25])[cH:21]1. Reactants: C(C)C1=CC=C(C=C1)C1CC(CN(C1)C(=O)N1CCOCC1)C(=O)O (5-(4-Ethylphenyl)-1-(morpholin-4-ylcarbonyl)piperidine-3-carboxylic acid), ClC1=C(C=CC=C1)C(N)=NO (2-chloro-N′-hydroxybenzenecarboximidamide). Yields the product ClC1=C(C=CC=C1)C1=NOC(=N1)C1CN(CC(C1)C1=CC=C(C=C1)CC)C(=O)N1CCOCC1 (4-({3-[3-(2-Chlorophenyl)-1,2,4-oxadiazol-5-yl]-5-(4-ethylphenyl)piperidin-1-yl}carbonyl)-morpholine). As a reaction SMILES: [CH2:1]([C:3]1[CH:8]=[CH:7][C:6]([CH:9]2[CH2:14][N:13]([C:15]([N:17]3[CH2:22][CH2:21][O:20][CH2:19][CH2:18]3)=[O:16])[CH2:12][CH:11]([C:23]([OH:25])=O)[CH2:10]2)=[CH:5][CH:4]=1)[CH3:2].[Cl:26][C:27]1[CH:32]=[CH:31][CH:30]=[CH:29][C:28]=1[C:33](=[N:35]O)[NH2:34]>>[Cl:26][C:27]1[CH:32]=[CH:31][CH:30]=[CH:29][C:28]=1[C:33]1[N:35]=[C:23]([CH:11]2[CH2:10][CH:9]([C:6]3[CH:5]=[CH:4][C:3]([CH2:1][CH3:2])=[CH:8][CH:7]=3)[CH2:14][N:13]([C:15]([N:17]3[CH2:22][CH2:21][O:20][CH2:19][CH2:18]3)=[O:16])[CH2:12]2)[O:25][N:34]=1. Procedure: 69 mg (0.20 mmol) of 5-(4-ethylphenyl)-1-(morpholin-4-ylcarbonyl)piperidine-3-carboxylic acid (Example 38A) and 38 mg (0.22 mmol, 1.1 eq.) of 2-chloro-N′-hydroxybenzenecarboximidamide were reacted according to the General Method 1. Yield: 49 mg (51% of theory)